From a dataset of the Open Reaction Database (ORD), a public repository of structured organic reaction records. describe an organic reaction: reactants, conditions, products, and yield Conditions: temperature 140 celsius. Product: C(C1=CC=CC=C1)C=1C=CC(=NC1)O (5-benzylpyridin-2-ol). Reported procedure: 5-Benzyl-2-methoxypyridine (2.6 g, 13 mmol) in 15 mL AcOH was added 15 mL 48% HBr. The mixture was heated to 140° C. for 3 h, cooled and poured onto ice. The mixture was basified to pH 6-7 and the resulting solid was collected by filtration, rinsed with water, and dried in vacuo to give 5-benzylpyridin-2-ol as an off-white solid. MS (ESI) m/z: Calculated: 185.1; Observed: 186.0 (M++1). Reaction SMILES: [CH2:1]([C:8]1[CH:9]=[CH:10][C:11]([O:14]C)=[N:12][CH:13]=1)[C:2]1[CH:7]=[CH:6][CH:5]=[CH:4][CH:3]=1.Br>CC(O)=O>[CH2:1]([C:8]1[CH:9]=[CH:10][C:11]([OH:14])=[N:12][CH:13]=1)[C:2]1[CH:3]=[CH:4][CH:5]=[CH:6][CH:7]=1. Starting materials: C(C1=CC=CC=C1)C=1C=CC(=NC1)OC (5-Benzyl-2-methoxypyridine), Br (HBr). Run in CC(=O)O (AcOH).